This data is from the Open Reaction Database (ORD), a public repository of structured organic reaction records. The task is: describe an organic reaction: reactants, conditions, products, and yield Reactants: Br.BrCC1=C(N)C=CC=C1Cl (2-bromomethyl-3-chloroaniline hydrobromide), C(=O)(Cl)Cl (phosgene), C(=O)(Cl)Cl.C1=CC=CC=C1 (phosgene benzene), Br (hydrobromide). Run in C1=CC=CC=C1 (benzene). The product is BrCC1=C(C=CC(=C1)Cl)N=C=O (2-bromomethyl-4-chlorophenylisocyanate). RXN SMILES: Br.[Br:2][CH2:3][C:4]1[C:10](Cl)=[CH:9][CH:8]=[CH:7][C:5]=1[NH2:6].[C:12](Cl)(Cl)=[O:13].C(Cl)([Cl:18])=O.C1C=CC=CC=1.Br>C1C=CC=CC=1>[Br:2][CH2:3][C:4]1[CH:10]=[C:9]([Cl:18])[CH:8]=[CH:7][C:5]=1[N:6]=[C:12]=[O:13] |f:0.1,3.4|. Procedure: 2.3 g of 2-bromomethyl-3-chloroaniline hydrobromide are added to 30 ml. of 12% phosgene in benzene. The mixture is heated to reflux in a 250 ml. flask fitted with a Dean-Stark trap and condenser. Small amounts of phosgene/benzene are carefully added until the hydrobromide is no longer detected (as indicated by following the reaction on thin layer chromatographic plates). The benzene solvent is removed from the reaction mixture by evaporation, then the 2-bromomethyl-4-chloroisocyanate product is ... Starting materials: CO, Cl, CN(OC(C)(C)C)C(=O)N1N=C(c2cc(F)ccc2F)SC1(CCCN=[N+]=[N-])c1ccccc1, O=[Pt]. The product is CN(OC(C)(C)C)C(=O)N1N=C(c2cc(F)ccc2F)SC1(CCCN)c1ccccc1. As a reaction SMILES: [CH3:36][OH:37].[ClH:35].[N:1](=[N+:2]=[N-:3])[CH2:4][CH2:5][CH2:6][C:7]1([c:29]2[cH:30][cH:31][cH:32][cH:33][cH:34]2)[S:8][C:9]([c:21]2[c:22]([F:28])[cH:23][cH:24][c:25]([F:27])[cH:26]2)=[N:10][N:11]1[C:12](=[O:13])[N:14]([CH3:15])[O:16][C:17]([CH3:18])([CH3:19])[CH3:20].[Pt:38]=[O:39]>>[NH2:1][CH2:4][CH2:5][CH2:6][C:7]1([c:29]2[cH:30][cH:31][cH:32][cH:33][cH:34]2)[S:8][C:9]([c:21]2[c:22]([F:28])[cH:23][cH:24][c:25]([F:27])[cH:26]2)=[N:10][N:11]1[C:12](=[O:13])[N:14]([CH3:15])[O:16][C:17]([CH3:18])([CH3:19])[CH3:20].